Dataset: the Open Reaction Database (ORD), a public repository of structured organic reaction records. Task: describe an organic reaction: reactants, conditions, products, and yield As a reaction SMILES: [CH3:1][C:2]1[C:3]([CH2:9][N:10]([CH2:16][C:17]2[C:22]([C:23]([C:26]3[CH:31]=[CH:30][C:29]([F:32])=[CH:28][CH:27]=3)([CH3:25])[CH3:24])=[CH:21][CH:20]=[CH:19][N:18]=2)[CH2:11][CH2:12][CH2:13][CH2:14][NH2:15])=[N:4][CH:5]=[C:6]([CH3:8])[CH:7]=1.[C:33]([N:40]1C=CN=C1)(N1C=CN=C1)=[O:34].CCN(C(C)C)C(C)C.N[OH:55].Cl>C1COCC1.C(Cl)Cl>[CH3:1][C:2]1[C:3]([CH2:9][N:10]([CH2:16][C:17]2[C:22]([C:23]([CH3:25])([C:26]3[CH:31]=[CH:30][C:29]([F:32])=[CH:28][CH:27]=3)[CH3:24])=[CH:21][CH:20]=[CH:19][N:18]=2)[CH2:11][CH2:12][CH2:13][CH2:14][NH:15][C:33]([NH:40][OH:55])=[O:34])=[N:4][CH:5]=[C:6]([CH3:8])[CH:7]=1 |f:3.4|. Procedure details: To a solution of N1-(3,5-Dimethyl-pyridin-2-ylmethyl)-N1-{3-[1-(4-fluoro-phenyl)-1-methyl-ethyl]-pyridin-2-ylmethyl}-butane-1,4-diamine (0.210 g, 0.48 mmol) in dry THF (4 mL) was added 1,1′-carbonyldiimidazole (79 mg, 0.49 mmol), and the resultant solution was stirred room temperature for 30 minutes. The mixture was concentrated and the resultant oil was dissolved in DMF (2 mL), treated with DIPEA (0.50 mL, 2.87 mmol) and NH2OH.HCl (134 mg, 1.93 mmol), and heated at 60° C. overnight. The mixture... Yields the product CC=1C(=NC=C(C1)C)CN(CCCCNC(=O)NO)CC1=NC=CC=C1C(C)(C1=CC=C(C=C1)F)C (1-{4-[(3,5-Dimethyl-pyridin-2-ylmethyl)-[3-(1-methyl-1-(4-fluoro-phenyl)-ethyl)-pyridin-2-ylmethyl]-amino]-butyl}-3-(hydroxy)-urea). Isolated yield 60.4%. The reactants are CCN(C(C)C)C(C)C (DIPEA), NO.Cl (NH2OH.HCl), CC=1C(=NC=C(C1)C)CN(CCCCN)CC1=NC=CC=C1C(C)(C)C1=CC=C(C=C1)F (N1-(3,5-Dimethyl-pyridin-2-ylmethyl)-N1-{3-[1-(4-fluoro-phenyl)-1-methyl-ethyl]-pyridin-2-ylmethyl}-butane-1,4-diamine), C(=O)(N1C=NC=C1)N1C=NC=C1 (1,1′-carbonyldiimidazole), resultant solution. Run at temperature 60 celsius. The solvent is C(Cl)Cl (CH2Cl2), C1CCOC1 (THF). The reactants are C(#N)C1=NC=CC(=C1)CO (2-cyano-4-hydroxymethylpyridine), C([O-])(O)=O.[Na+] (sodium bicarbonate), P(Cl)(Cl)(Cl)(Cl)Cl (phosphorous pentachloride), O (water). The solvent is C1=CC=CC=C1 (benzene). Reaction conditions: time 0.5 hour. Product: C(#N)C1=NC=CC(=C1)Cl (2-cyano-4-pyridyl chloride). Isolated yield 91.4%. Reaction SMILES: [C:1]([C:3]1[CH:8]=[C:7](CO)[CH:6]=[CH:5][N:4]=1)#[N:2].P(Cl)(Cl)(Cl)(Cl)[Cl:12].O.C(=O)(O)[O-].[Na+]>C1C=CC=CC=1>[C:1]([C:3]1[CH:8]=[C:7]([Cl:12])[CH:6]=[CH:5][N:4]=1)#[N:2] |f:3.4|. Procedure details: To a magnetically stirred solution of 9 grams (66 mm) of 2-cyano-4-hydroxymethylpyridine (Swan, et al. J. Chem. Soc., 3440 (1963)] contained in 300 mls of benzene is added 15.1 grams (72 mm) of phosphorous pentachloride. After stirring for 1/2 hour, ice and water are added followed by sodium bicarbonate. The organic layer is washed with water and evaporated. The residual oil is crystallized from petroleum ether., to yield 8.5 grams (83%) of 2-cyano-4-pyridyl chloride, m.p. - 55°-56°. The reactants are C(C1=CC=CC=C1)N1N=C(C=C1)C[C@H](C(=O)O)N[C@H](C(=O)O)CC(C)C ((S,R)-2-[2-(1-benzyl-1H-pyrazol-3-yl)-1-carboxy-ethylamino]-4-methyl pentanoic acid), Cl (HCl), C(C1=CC=CC=C1)OC(C(CC(C)C)NC(C)(C(=O)OC)C1=NN(C=C1)CC1=CC(=CC(=C1)Cl)Cl)=O (2-[1-[1-(3,5-dichlorobenzyl)-1H-pyrazol-3-yl]-1-methoxycarbonyl-ethylamino}-4-methyl pentanoic acid benzyl ester), ClC=1C=C(CN2N=C(C=C2)CC2N=C(C(N=C2OC)C(C)C)OC)C=C(C1)Cl (2-[1-(3,5-dichlorobenzyl)-1H-pyrazol-3ylmethyl]-5-isopropyl-3,6-dimethyoxy-2,5-dihydropyrazine), C(=O)(O)[C@H](CC1=NN(C=C1)CC1=CC(=CC(=C1)Cl)Cl)N[C@H](C(=O)O)CC(C)C ((S,S)-2-{1-carboxy-2-[1-(3,5-dichlorobenzyl)-1H-pyrazol-3-yl]-ethylamino}-4-methyl pentanoic acid), N1N=C(C=C1)C(=O)O (pyrazole 3-carboxylic acid), ClC=1C=C(CBr)C=C(C1)Cl (3,5-dichlorobenzyl bromide), N1N=C(C=C1)C(=O)O (pyrazole 3-carboxylic acid), C(C1=CC=CC=C1)Br (benzyl bromide), Cl (HCl), methyl ester, amine. Procedure details: 1H NMR (300 MHz, CD3OD) δ 7.60 (d, 1H, J=2.3 Hz); 7.22–7.35 (m, 5H); 6.23 (d, 1H, J=2.4 Hz); 5.31 (s, 2H); 3.86 (dd, 1H, J1=4.7 Hz, J2'7.9 Hz); 3.78 (dd, 1H, J1=J2=6.7 Hz); 3.27–3.30 (m, 1H); 3.17 (dd, 1H, J1=8.1 Hz, J2=15.8 Hz); 1.82–1.91 (m, 1H); 1.68–1.74 (m, 2H); 0.98 (d, 3H, J=4.5 Hz); 0.96 (d, 3H, J=4.5 Hz). Anal. Calc'd. for C19H25N3O4.2/3H2O: % C, 61.44; % H, 7.15; % N, 11.31. Found: % C, 61.00; % H, 6.75; and % N, 11.17. (S,R)-2-[2-(1-benzyl-1H-pyrazol-3-yl)-1-carboxy-ethylamino]-4-meth... The product is C(C1=CC=CC=C1)N1N=C(C=C1)C[C@@H](C(=O)O)N[C@H](C(=O)O)CC(C)C ((S,S)-2-[2-(1-benzyl-1H-pyrazol-3-yl)-1-carboxy-ethylamino]-4-methyl pentanoic acid). Solvent: [OH-].[Na+] (NaOH), [OH-].[Na+] (NaOH). RXN SMILES: [CH2:1]([N:8]1[CH:12]=[CH:11][C:10]([CH2:13][C@@H:14]([NH:18][C@@H:19]([CH2:23][CH:24]([CH3:26])[CH3:25])[C:20]([OH:22])=[O:21])[C:15]([OH:17])=[O:16])=[N:9]1)[C:2]1[CH:7]=[CH:6][CH:5]=[CH:4][CH:3]=1.C([C@@H](N[C@@H](CC(C)C)C(O)=O)CC1C=CN(CC2C=C(Cl)C=C(Cl)C=2)N=1)(O)=O.N1C=CC(C(O)=O)=N1.ClC1C=C(C=C(Cl)C=1)CBr.C(Br)C1C=CC=CC=1.ClC1C=C(C=C(Cl)C=1)CN1C=CC(CC2C(OC)=NC(C(C)C)C(OC)=N2)=N1.Cl.C(OC(=O)C(NC(C1C=CN(CC2C=C(Cl)C=C(Cl)C=2)N=1)(C(OC)=O)C)CC(C)C)C1C=CC=CC=1>[OH-].[Na+]>[CH2:1]([N:8]1[CH:12]=[CH:11][C:10]([CH2:13][C@H:14]([NH:18][C@@H:19]([CH2:23][CH:24]([CH3:26])[CH3:25])[C:20]([OH:22])=[O:21])[C:15]([OH:17])=[O:16])=[N:9]1)[C:2]1[CH:3]=[CH:4][CH:5]=[CH:6][CH:7]=1 |f:8.9|. Reactants: CC(C)Cc1ccc(C(C)C(=O)O)cc1, CN(C)C=O, ClCc1ccccc1, [Na], O. Product: CC(C)Cc1ccc(C(C)C(=O)OCc2ccccc2)cc1. Reaction SMILES: [CH2:2]([CH:3]([CH3:4])[CH3:5])[c:6]1[cH:7][cH:8][c:9]([CH:12]([C:13](=[O:14])[OH:15])[CH3:16])[cH:10][cH:11]1.[CH3:26][N:27]([CH3:28])[CH:29]=[O:30].[Cl:17][CH2:18][c:19]1[cH:20][cH:21][cH:22][cH:23][cH:24]1.[Na:1].[OH2:25]>>[CH2:2]([CH:3]([CH3:4])[CH3:5])[c:6]1[cH:7][cH:8][c:9]([CH:12]([C:13]([O:14][CH2:18][c:19]2[cH:20][cH:21][cH:22][cH:23][cH:24]2)=[O:15])[CH3:16])[cH:10][cH:11]1. Starting materials: CCOC(=O)Cn1c(C)c(S(=O)(=O)c2ccc(Cl)cc2)c2cc(C)ccc21, CCO, Cl, [Na+], [OH-]. Yields the product Cc1ccc2c(c1)c(S(=O)(=O)c1ccc(Cl)cc1)c(C)n2CC(=O)O. Reaction SMILES: [CH2:1]([CH3:2])[O:3][C:4]([CH2:5][n:6]1[c:7]([CH3:26])[c:8]([S:16](=[O:17])(=[O:18])[c:19]2[cH:20][cH:21][c:22]([Cl:25])[cH:23][cH:24]2)[c:9]2[cH:10][c:11]([CH3:15])[cH:12][cH:13][c:14]12)=[O:27].[CH3:31][CH2:32][OH:33].[ClH:30].[Na+:29].[OH-:28]>>[O:3]=[C:4]([CH2:5][n:6]1[c:7]([CH3:26])[c:8]([S:16](=[O:17])(=[O:18])[c:19]2[cH:20][cH:21][c:22]([Cl:25])[cH:23][cH:24]2)[c:9]2[cH:10][c:11]([CH3:15])[cH:12][cH:13][c:14]12)[OH:27].